From a dataset of the Open Reaction Database (ORD), a public repository of structured organic reaction records. describe an organic reaction: reactants, conditions, products, and yield The reactants are N1(CCOCC1)C=1C=C(OC=2C=CC(=C(C2)N(C(OC(C)(C)C)=O)C)[N+](=O)[O-])C=CC1 (t-butyl N-{5-[3-(morpholin-4-yl)phenoxy]-2-nitrophenyl}-N-methylcarbamate), CO (methanol). The reagents and catalysts are [Pd] (palladium on carbon). Solvent: C1(=CC=CC=C1)C (toluene). Yields the product NC1=C(C=C(C=C1)OC1=CC(=CC=C1)N1CCOCC1)N(C(OC(C)(C)C)=O)C (t-Butyl N-{2-amino-5-[3-(morpholin-4-yl)phenoxy]phenyl}-N-methylcarbamate). The yield is 96.8%. As a reaction SMILES: [N:1]1([C:7]2[CH:8]=[C:9]([CH:29]=[CH:30][CH:31]=2)[O:10][C:11]2[CH:12]=[CH:13][C:14]([N+:26]([O-])=O)=[C:15]([N:17]([CH3:25])[C:18](=[O:24])[O:19][C:20]([CH3:23])([CH3:22])[CH3:21])[CH:16]=2)[CH2:6][CH2:5][O:4][CH2:3][CH2:2]1.CO>[Pd].C1(C)C=CC=CC=1>[NH2:26][C:14]1[CH:13]=[CH:12][C:11]([O:10][C:9]2[CH:29]=[CH:30][CH:31]=[C:7]([N:1]3[CH2:2][CH2:3][O:4][CH2:5][CH2:6]3)[CH:8]=2)=[CH:16][C:15]=1[N:17]([CH3:25])[C:18](=[O:24])[O:19][C:20]([CH3:21])([CH3:22])[CH3:23]. Procedure: By using 5.0 g of t-butyl N-{5-[3-(morpholin-4-yl)phenoxy]-2-nitrophenyl}-N-methylcarbamate, 0.5 g of 10% palladium on carbon and a mixed solvent of 30 ml of methanol and 70 ml of toluene, reaction and purification were carried out in a similar manner to that described in Reference Example 7, whereby 4.5 g of the title compound were obtained. The reactants are O=C(Cl)C(=O)Cl, O=C(O)CCC(F)(F)F, c1ccccc1. Product: O=C(Cl)CCC(F)(F)F. RXN SMILES: [Cl:10][C:11]([C:12]([Cl:13])=[O:14])=[O:15].[F:1][C:2]([CH2:3][CH2:4][C:5](=[O:6])[OH:7])([F:8])[F:9].[cH:16]1[cH:17][cH:18][cH:19][cH:20][cH:21]1>>[F:1][C:2]([CH2:3][CH2:4][C:5](=[O:6])[Cl:10])([F:8])[F:9]. The reactants are CP1(=O)CCN(Cc2ccccc2)CC1, CCO, Cl. The product is Cl, CP1(=O)CCNCC1. As a reaction SMILES: [CH2:1]([c:2]1[cH:3][cH:4][cH:5][cH:6][cH:7]1)[N:8]1[CH2:9][CH2:10][P:11]([CH3:14])(=[O:15])[CH2:12][CH2:13]1.[CH3:17][CH2:18][OH:19].[ClH:16]>>[ClH:16].[NH:8]1[CH2:9][CH2:10][P:11]([CH3:14])(=[O:15])[CH2:12][CH2:13]1. Reactants: Clc1nc(Cl)nc(Nc2cc(C3CC3)n[nH]2)n1, CC1(C(=O)Nc2ccc(F)nc2)CCCN1c1nc(Cl)nc(Nc2cc(C3CC3)n[nH]2)n1, O=C(Nc1nccs1)C1CCCN1. The product is O=C(Nc1nccs1)C1CCCN1c1nc(Cl)nc(Nc2cc(C3CC3)n[nH]2)n1. As a reaction SMILES: [Cl:1][c:2]1[n:3][c:4]([NH:9][c:10]2[cH:11][c:12]([CH:15]3[CH2:16][CH2:17]3)[n:13][nH:14]2)[n:5][c:6]([Cl:8])[n:7]1.[Cl:31][c:32]1[n:33][c:34]([NH:35][c:36]2[nH:37][n:38][c:39]([CH:40]3[CH2:41][CH2:42]3)[cH:43]2)[n:44][c:45]([N:46]2[CH2:47][CH2:48][CH2:49][C:50]2([CH3:51])[C:52]([NH:53][c:54]2[cH:55][n:56][c:57]([F:58])[cH:59][cH:60]2)=[O:61])[n:62]1.[s:18]1[c:19]([NH:23][C:24](=[O:25])[CH:26]2[NH:27][CH2:28][CH2:29][CH2:30]2)[n:20][cH:21][cH:22]1>>[c:2]1([N:27]2[CH:26]([C:24]([NH:23][c:19]3[s:18][cH:22][cH:21][n:20]3)=[O:25])[CH2:30][CH2:29][CH2:28]2)[n:3][c:4]([NH:9][c:10]2[cH:11][c:12]([CH:15]3[CH2:16][CH2:17]3)[n:13][nH:14]2)[n:5][c:6]([Cl:8])[n:7]1. The reactants are C(C)OC(=O)C1=NN(C(C=2C1=CSC2N)=O)C2=CC=C(C=C2)OC (5-amino-3-(4-methoxy-phenyl)-4-oxo-3,4-dihydro-thieno[3,4-d]pyridazine-1-carboxylic acid ethyl ester), C(C)O (ethanol), [OH-].[Na+] (sodium hydroxide). The solvent is O (Water), O (water). Reaction conditions: time 2.5 hour. Product: NC=1SC=C2C(=NN(C(C21)=O)C2=CC(=CC=C2)OC)C(=O)O (5-Amino-3-(3-methoxy-phenyl)-4-oxo-3,4-dihydro-thieno[3,4-d]pyridazine-1-carboxylic acid). Yield: 83.0%. As a reaction SMILES: C([O:3][C:4]([C:6]1[C:11]2=[CH:12][S:13][C:14]([NH2:15])=[C:10]2[C:9](=O)[N:8]([C:17]2[CH:22]=[CH:21][C:20](OC)=[CH:19][CH:18]=2)[N:7]=1)=[O:5])C.[OH-:25].[Na+].[CH2:27]([OH:29])C>O>[NH2:15][C:14]1[S:13][CH:12]=[C:11]2[C:10]=1[C:9](=[O:25])[N:8]([C:17]1[CH:18]=[CH:19][CH:20]=[C:21]([O:29][CH3:27])[CH:22]=1)[N:7]=[C:6]2[C:4]([OH:3])=[O:5] |f:1.2|. Procedure: To a solution of 5-amino-3-(4-methoxy-phenyl)-4-oxo-3,4-dihydro-thieno[3,4-d]pyridazine-1-carboxylic acid ethyl ester (3 g, 8.69 mmol, prepared in example 23) in a mixture of ethanol (50 ml) and water (25 ml) was added sodium hydroxide (0.38 g, 9.55 mmol). The resulting reaction mixture was stirred for 2.5 h at room temperature. Water (150 ml) was added, undissolved matter was filtered off. The aqueous phase was washed with diethyl ether (2×100 ml), pH was adjusted to pH=4 by addition of concent... Reactants: BrC=1C=C(C=CC1)C(CN1C(=NC=C1)CC)=O (1-(3-Bromophenyl)-2-(2-ethylimidazol-1-yl)ethanone), C(C(C)C)C1=CC(=C(S1)S(=O)(=O)NC(C)(C)C)B(O)O (5-isobutyl-2-(N-tert-butylaminosulfonyl)thiophene-3-boronic acid), C(=O)([O-])[O-].[Na+].[Na+] (Na2CO3). The reagents and catalysts are C=1C=CC(=CC1)[P](C=2C=CC=CC2)(C=3C=CC=CC3)[Pd]([P](C=4C=CC=CC4)(C=5C=CC=CC5)C=6C=CC=CC6)([P](C=7C=CC=CC7)(C=8C=CC=CC8)C=9C=CC=CC9)[P](C=1C=CC=CC1)(C=1C=CC=CC1)C=1C=CC=CC1 (Pd(PPh3)4). The solvent is C1(=CC=CC=C1)C (toluene), C(C)O (ethanol), O (water). Conditions: temperature 80 celsius, time 4 hour. Yields the product C(C)C=1N(C=CN1)CC(=O)C=1C=C(C=CC1)C1=C(SC(=C1)CC(C)C)S(=O)(=O)NC(C)(C)C (3-{3-[2-(2-Ethylimidazol-1-yl)acetyl]phenyl}-5-iso-butyl-N-tert-butylthio-phene-2-sulfonamide). The yield is 94.0%. As a reaction SMILES: Br[C:2]1[CH:3]=[C:4]([C:8](=[O:17])[CH2:9][N:10]2[CH:14]=[CH:13][N:12]=[C:11]2[CH2:15][CH3:16])[CH:5]=[CH:6][CH:7]=1.[CH2:18]([C:22]1[S:26][C:25]([S:27]([NH:30][C:31]([CH3:34])([CH3:33])[CH3:32])(=[O:29])=[O:28])=[C:24](B(O)O)[CH:23]=1)[CH:19]([CH3:21])[CH3:20].C([O-])([O-])=O.[Na+].[Na+]>C1(C)C=CC=CC=1.C(O)C.O.C1C=CC([P]([Pd]([P](C2C=CC=CC=2)(C2C=CC=CC=2)C2C=CC=CC=2)([P](C2C=CC=CC=2)(C2C=CC=CC=2)C2C=CC=CC=2)[P](C2C=CC=CC=2)(C2C=CC=CC=2)C2C=CC=CC=2)(C2C=CC=CC=2)C2C=CC=CC=2)=CC=1>[CH2:15]([C:11]1[N:10]([CH2:9][C:8]([C:4]2[CH:3]=[C:2]([C:24]3[CH:23]=[C:22]([CH2:18][CH:19]([CH3:20])[CH3:21])[S:26][C:25]=3[S:27]([NH:30][C:31]([CH3:33])([CH3:32])[CH3:34])(=[O:29])=[O:28])[CH:7]=[CH:6][CH:5]=2)=[O:17])[CH:14]=[CH:13][N:12]=1)[CH3:16] |f:2.3.4,^1:58,60,79,98|. Procedure: To a solution of 1-(3-bromophenyl)-2-(2-ethylimidazol-1-yl)ethanone (54.6 mg, 0.186 mmol; see step (a)) in toluene (10 mL) and ethanol (1 mL) was added 5-isobutyl-2-(N-tert-butylaminosulfonyl)thiophene-3-boronic acid (101 mg, 0.317 mmol; see Example 1(c)), Pd(PPh3)4 (12.9 mg, 0.0112 mmol), Na2CO3 (373 μL, 0.745 mmol, 2.0 M aq) and the reaction mixture was stirred for 4 h at 80° C. The reaction mixture was diluted with water (10 mL) and extracted with EtOAc. The combined organic phase was dried (...